Dataset: the Open Reaction Database (ORD), a public repository of structured organic reaction records. Task: describe an organic reaction: reactants, conditions, products, and yield Reactants: N1=CC=CC=C1 (pyridine), C(C)(C)(C)N (tert-butylamine), O=C1C=C2CC[C@H]3[C@@H]4CC[C@H](C(C)C(=O)O)[C@]4(CC[C@@H]3[C@]2(CC1)C)C (3-oxopregn-4-ene-20-carboxylic acid), C(C(=O)Cl)(=O)Cl (oxalyl chloride). Solvent: CCCCCC (hexane), C(Cl)Cl (methylene chloride), C1=CC=CC=C1 (benzene), C(Cl)Cl (methylene chloride). Run at time 1.5 hour. Yields the product CC(C)(C)NC(=O)C(C)[C@H]1CC[C@H]2[C@@H]3CCC4=CC(CC[C@]4(C)[C@H]3CC[C@]12C)=O (N-(1,1-dimethylethyl)-3-oxopregn-4-ene-20-carboxamide). RXN SMILES: [O:1]=[C:2]1[CH2:23][CH2:22][C@@:21]2([CH3:24])[C:4]([CH2:5][CH2:6][C@@H:7]3[C@@H:20]2[CH2:19][CH2:18][C@@:17]2([CH3:25])[C@H:8]3[CH2:9][CH2:10][C@@H:11]2[CH:12]([C:14]([OH:16])=O)[CH3:13])=[CH:3]1.N1C=CC=CC=1.C(Cl)(=O)C(Cl)=O.[C:38]([NH2:42])([CH3:41])([CH3:40])[CH3:39]>C1C=CC=CC=1.C(Cl)Cl.CCCCCC>[CH3:39][C:38]([NH:42][C:14]([CH:12]([C@@H:11]1[C@:17]2([CH3:25])[C@H:8]([C@H:7]3[C@H:20]([CH2:19][CH2:18]2)[C@:21]2([CH3:24])[C:4](=[CH:3][C:2](=[O:1])[CH2:23][CH2:22]2)[CH2:5][CH2:6]3)[CH2:9][CH2:10]1)[CH3:13])=[O:16])([CH3:41])[CH3:40]. Procedure details: A stirred suspension of 3-oxopregn-4-ene-20-carboxylic acid (1.7 g, 5.0 mmole) in benzene (35 mL) was mixed with pyridine (0.56 mL, 6.25 mmole), cooled in an ice-water bath and treated with oxalyl chloride (0.56 mL, 6.45 mmole). The cooling bath was removed and the reaction mixture was stirred for 1.5 hours. The resulting mixture was then cooled in ice and treated slowly with tert-butylamine (2.9 mL, 29 mmole). After thirty minutes, the mixture was diluted with methylene chloride (100 mL), extra...